This data is from the Open Reaction Database (ORD), a public repository of structured organic reaction records. The task is: describe an organic reaction: reactants, conditions, products, and yield The reactants are NC(C(=O)OC)C=1OC=CC1 (methyl 2-amino-2-(furan-2-yl)acetate), Br (HBr). The solvent is CCOCC (ether), C(C)(=O)O (acetic acid). Conditions: time 30 minute. Yields the product Br.NC(C(=O)OC)C=1OC=CC1 (methyl 2-amino-2-(furan-2-yl)acetate hydrobromide). The yield is 54.2%. Reaction SMILES: [NH2:1][CH:2]([C:7]1[O:8][CH:9]=[CH:10][CH:11]=1)[C:3]([O:5][CH3:6])=[O:4].[BrH:12]>CCOCC.C(O)(=O)C>[BrH:12].[NH2:1][CH:2]([C:7]1[O:8][CH:9]=[CH:10][CH:11]=1)[C:3]([O:5][CH3:6])=[O:4] |f:4.5|. Reported procedure: The crude methyl 2-amino-2-(furan-2-yl)acetate (Example 2c) was dissolved in 350 mL of anhydrous ether and with rapid magnetic stirring, 10 mL of 33% wt HBr in acetic acid was added slowly by syringe. After stirring for 30 min, filtration followed by air drying gave methyl 2-amino-2-(furan-2-yl)acetate hydrobromide (12.35 g, 51.8 mmol, 54.2% yield) as an off-white solid; Mp 141-142° C. 1H NMR (400 MHz, DMSO-d6) δ 8.84 (s, 2H), 7.81 (dd, J=1.8, 0.7 Hz, 1H), 5.68 (d. J=3.3 Hz, 1H), 6.56 (dd, =3.3,...